Task: describe an organic reaction: reactants, conditions, products, and yield. Dataset: the Open Reaction Database (ORD), a public repository of structured organic reaction records Starting materials: [O-2].[U+6].[O-2].[O-2] (uranium oxide), [N+](=O)(O)[O-] (nitric acid). The product is [N+](=O)([O-])[O-].[U+2](=O)=O.[N+](=O)([O-])[O-] (uranyl nitrate). As a reaction SMILES: [O-2:1].[U+6:2].[O-2:3].[O-2].[N+:5]([O-:8])([OH:7])=[O:6]>>[N+:5]([O-:8])([O-:7])=[O:6].[U+2:2](=[O:3])=[O:1].[N+:5]([O-:8])([O-:7])=[O:6] |f:0.1.2.3,5.6.7|. Procedure: reacting said U3O8 particles with a nitric acid solution to produce a solution of uranyl nitrate; The product is C(C)N1C=CC2=CC(=CC=C12)C1=CC=CN2C1=NS(CC2)(=O)=O (9-(1-ethyl-1H-indol-5-yl)-3,4-dihydropyrido[2,1-c][1,2,4]thiadiazine 2,2-dioxide). Procedure: To a mixture of 9-(1H-indol-5-yl)-3,4-dihydropyrido[2,1-c][1,2,4]thiadiazine 2,2-dioxide (131 mg) in DMF (dry) (15 mL) was added NaH (60%, 18.38 mg) at room temperature. The mixture was stirred at the same temperature for 10 min. Iodoethane (0.039 mL) was added and the mixture was stirred at room temperature overnight. Water and EtOAc were added and the extracted organic layer was washed with brine. Silica-gel was added to the organic layer and the volatiles were removed in vacuo. The mixture su... The solvent is CCOC(=O)C (EtOAc), CN(C)C=O (DMF). The reactants are O (Water), N1C=CC2=CC(=CC=C12)C1=CC=CN2C1=NS(CC2)(=O)=O (9-(1H-indol-5-yl)-3,4-dihydropyrido[2,1-c][1,2,4]thiadiazine 2,2-dioxide), ICC (Iodoethane), [H-].[Na+] (NaH). Reaction SMILES: [NH:1]1[C:9]2[C:4](=[CH:5][C:6]([C:10]3[C:15]4=[N:16][S:17](=[O:21])(=[O:20])[CH2:18][CH2:19][N:14]4[CH:13]=[CH:12][CH:11]=3)=[CH:7][CH:8]=2)[CH:3]=[CH:2]1.[H-].[Na+].I[CH2:25][CH3:26].O>CN(C=O)C.CCOC(C)=O>[CH2:25]([N:1]1[C:9]2[C:4](=[CH:5][C:6]([C:10]3[C:15]4=[N:16][S:17](=[O:21])(=[O:20])[CH2:18][CH2:19][N:14]4[CH:13]=[CH:12][CH:11]=3)=[CH:7][CH:8]=2)[CH:3]=[CH:2]1)[CH3:26] |f:1.2|. Run at time 10 minute. Reactants: C1(CCO1)=O (beta-propiolactone), C1(CCCC1)C1(C(C2=C(C(=C(C=C2C1)O)Cl)Cl)O)C (2-cyclopentyl-2-methyl-6,7-dichloroindan-1,5-diol), Cl (hydrochloric acid). Run in [OH-].[Na+] (sodium hydroxide), [OH-].[Na+] (sodium hydroxide). Yields the product OC1C(CC2=CC(=C(C(=C12)Cl)Cl)OCCC(=O)O)(C)C1CCCC1 (3-(1-Hydroxy-2-cyclopentyl-2-methyl-6,7-dichloro-5-indanyloxy)propionic Acid). As a reaction SMILES: [CH:1]1([C:6]2([CH3:19])[CH2:14][C:13]3[C:8](=[C:9]([Cl:17])[C:10]([Cl:16])=[C:11]([OH:15])[CH:12]=3)[CH:7]2[OH:18])[CH2:5][CH2:4][CH2:3][CH2:2]1.[C:20]1(=[O:24])[O:23][CH2:22][CH2:21]1.Cl>[OH-].[Na+]>[OH:18][CH:7]1[C:8]2[C:13](=[CH:12][C:11]([O:15][CH2:22][CH2:21][C:20]([OH:24])=[O:23])=[C:10]([Cl:16])[C:9]=2[Cl:17])[CH2:14][C:6]1([CH:1]1[CH2:2][CH2:3][CH2:4][CH2:5]1)[CH3:19] |f:3.4|. Procedure details: 2-Cyclopentyl-2-methyl-6,7-dichloroindan-1,5-diol (Example 5, Step C) (15.6 g., 0.05 mole) is dissolved in a 10% sodium hydroxide solution (50 ml.). The solution is heated to reflux and beta-propiolactone, (36.0 g., 0.5 mole) is added at such as to keep the reaction mixture refluxing. The reaction mixture is kept basic by the addition of 10% sodium hydroxide. The reaction mixture is cooled and acidified with dilute hydrochloric acid. The product is extracted with ether and extracted from the oth... The reactants are C1CCNC1, CCN1CCC(=O)CC1, CCO, O=[N+]([O-])c1ccc2[nH]ccc2c1. Yields the product CCN1CC=C(c2c[nH]c3ccc([N+](=O)[O-])cc23)CC1. RXN SMILES: [CH2:13]1[CH2:14][NH:15][CH2:16][CH2:17]1.[CH2:18]([CH3:19])[N:20]1[CH2:21][CH2:22][C:23](=[O:26])[CH2:24][CH2:25]1.[CH3:27][CH2:28][OH:29].[N+:1](=[O:2])([O-:3])[c:4]1[cH:5][c:6]2[cH:7][cH:8][nH:9][c:10]2[cH:11][cH:12]1>>[N+:1](=[O:2])([O-:3])[c:4]1[cH:5][c:6]2[c:7]([C:23]3=[CH:22][CH2:21][N:20]([CH2:18][CH3:19])[CH2:25][CH2:24]3)[cH:8][nH:9][c:10]2[cH:11][cH:12]1. Yields the product Cl.N1CCC(CC1)C=1C=C(C=CC1)C1=CC=C(C=C1)C(=O)N (3′-(4-piperidinyl)-4-biphenylcarboxamide hydrochloride). RXN SMILES: [NH2:1][C:2]([C:4]1[CH:9]=[CH:8][C:7]([C:10]2[CH:15]=[CH:14][CH:13]=[C:12]([CH:16]3[CH2:21][CH2:20][N:19](C(OC(C)(C)C)=O)[CH2:18][CH2:17]3)[CH:11]=2)=[CH:6][CH:5]=1)=[O:3].[ClH:29]>O1CCOCC1.ClCCl>[ClH:29].[NH:19]1[CH2:20][CH2:21][CH:16]([C:12]2[CH:11]=[C:10]([C:7]3[CH:8]=[CH:9][C:4]([C:2]([NH2:1])=[O:3])=[CH:5][CH:6]=3)[CH:15]=[CH:14][CH:13]=2)[CH2:17][CH2:18]1 |f:4.5|. Procedure: A mixture of 1,1-dimethylethyl 4-[4′-(aminocarbonyl)-3-biphenylyl]-1-piperidine carboxylate (0.95 g, 0.0025 mol; I-VII-3) and 4N HCl in dioxane (5 mL) in dichloromethane (5 mL) was stirred at ambient temperature for 3 hr. The resulting solid was collected by filtration, washed with dichloromethane, diethyl ether and air-dried to give the title compound as a white solid, used without further purification. LC/MS (method A) 1.17 min; m/z 281 (M+H). Run at time 3 hour. Run in O1CCOCC1 (dioxane), ClCCl (dichloromethane). Reactants: NC(=O)C1=CC=C(C=C1)C1=CC(=CC=C1)C1CCN(CC1)C(=O)OC(C)(C)C (1,1-dimethylethyl 4-[4′-(aminocarbonyl)-3-biphenylyl]-1-piperidine carboxylate), Cl (HCl).